From a dataset of the Open Reaction Database (ORD), a public repository of structured organic reaction records. describe an organic reaction: reactants, conditions, products, and yield The reactants are COc1ccc2ccc(O)c(-c3nnc(OC(C)c4ccccc4)c4ccccc34)c2c1, CCN(C(C)C)C(C)C, ClCCl, O=S(=O)(F)C(F)(F)C(F)(F)C(F)(F)C(F)(F)F. Product: COc1ccc2ccc(OS(=O)(=O)C(F)(F)C(F)(F)C(F)(F)C(F)(F)F)c(-c3nnc(OC(C)c4ccccc4)c4ccccc34)c2c1. RXN SMILES: [CH3:1][O:2][c:3]1[cH:4][cH:5][c:6]2[cH:7][cH:8][c:9]([OH:32])[c:10](-[c:13]3[n:14][n:15][c:16]([O:23][CH:24]([CH3:25])[c:26]4[cH:27][cH:28][cH:29][cH:30][cH:31]4)[c:17]4[cH:18][cH:19][cH:20][cH:21][c:22]34)[c:11]2[cH:12]1.[CH:33]([N:34]([CH:35]([CH3:36])[CH3:37])[CH2:38][CH3:39])([CH3:40])[CH3:41].[Cl:59][CH2:60][Cl:61].[F:42][C:43]([C:44]([C:45]([C:46]([F:47])([F:48])[F:49])([F:50])[F:51])([F:52])[F:53])([S:54](=[O:55])(=[O:56])[F:57])[F:58]>>[CH3:1][O:2][c:3]1[cH:4][cH:5][c:6]2[cH:7][cH:8][c:9]([O:32][S:54]([C:43]([F:42])([C:44]([C:45]([C:46]([F:47])([F:48])[F:49])([F:50])[F:51])([F:52])[F:53])[F:58])(=[O:55])=[O:56])[c:10](-[c:13]3[n:14][n:15][c:16]([O:23][CH:24]([CH3:25])[c:26]4[cH:27][cH:28][cH:29][cH:30][cH:31]4)[c:17]4[cH:18][cH:19][cH:20][cH:21][c:22]34)[c:11]2[cH:12]1.